From a dataset of the Open Reaction Database (ORD), a public repository of structured organic reaction records. describe an organic reaction: reactants, conditions, products, and yield The reactants are [Br-], COc1ccc(CSC2CC(CCC(=O)N(C)OC)N(C(=O)OC(C)(C)C)C2)cc1, C1CCOC1, Fc1ccc([Mg+])cc1. The product is COc1ccc(CSC2CC(CCC(=O)c3ccc(F)cc3)N(C(=O)OC(C)(C)C)C2)cc1. Reaction SMILES: [Br-:31].[C:1]([CH3:2])([CH3:3])([CH3:4])[O:5][C:6](=[O:7])[N:8]1[CH:9]([CH2:23][CH2:24][C:25]([N:26]([O:27][CH3:28])[CH3:29])=[O:30])[CH2:10][CH:11]([S:13][CH2:14][c:15]2[cH:16][cH:17][c:18]([O:21][CH3:22])[cH:19][cH:20]2)[CH2:12]1.[CH2:40]1[O:41][CH2:42][CH2:43][CH2:44]1.[F:32][c:33]1[cH:34][cH:35][c:36]([Mg+:39])[cH:37][cH:38]1>>[C:1]([CH3:2])([CH3:3])([CH3:4])[O:5][C:6](=[O:7])[N:8]1[CH:9]([CH2:23][CH2:24][C:25](=[O:30])[c:36]2[cH:35][cH:34][c:33]([F:32])[cH:38][cH:37]2)[CH2:10][CH:11]([S:13][CH2:14][c:15]2[cH:16][cH:17][c:18]([O:21][CH3:22])[cH:19][cH:20]2)[CH2:12]1.